This data is from the Open Reaction Database (ORD), a public repository of structured organic reaction records. The task is: describe an organic reaction: reactants, conditions, products, and yield RXN SMILES: [Br:1][c:2]1[cH:3][cH:4][c:5]([OH:11])[c:6]([C:7](=[O:8])[OH:9])[cH:10]1.[CH3:14][O:15][S:16]([O:17][CH3:18])(=[O:19])=[O:20].[Na+:13].[OH-:12].[OH2:21]>>[Br:1][c:2]1[cH:3][cH:4][c:5]([O:11][CH3:14])[c:6]([C:7](=[O:8])[OH:9])[cH:10]1. Reactants: O=C(O)c1cc(Br)ccc1O, COS(=O)(=O)OC, [Na+], [OH-], O. Product: COc1ccc(Br)cc1C(=O)O. Reactants: ClC1=C(C=CC(=C1)Cl)C=1N=C(C(=NC1CC)N[C@H]1[C@H](CC2=CC=CC=C12)O)CC ((1R,2S)-1-{[5-(2,4-dichlorophenyl)-3,6-diethylpyrazin-2-yl]amino}-2,3-dihydro-1H-inden-2-ol), BrC=1N=C(C(=NC1CC)NC1C(CCC2=C1C=CS2)C)CC (5-bromo-3,6-diethyl-N-(5-methyl-4,5,6,7-tetrahydro-1-benzothien-4-yl)pyrazin-2-amine). Reagents/catalysts: [Pd].C1(=CC=CC=C1)P(C1=CC=CC=C1)C1=CC=CC=C1.C1(=CC=CC=C1)P(C1=CC=CC=C1)C1=CC=CC=C1.C1(=CC=CC=C1)P(C1=CC=CC=C1)C1=CC=CC=C1.C1(=CC=CC=C1)P(C1=CC=CC=C1)C1=CC=CC=C1 (tetrakis(triphenylphosphine) palladium). Run in COCCOC (ethylene glycol dimethyl ether). Product: ClC1=C(C=CC(=C1)Cl)C=1N=C(C(=NC1CC)N[C@H]1[C@H](CCC2=C1C=CS2)C)CC (5-(2,4-dichlorophenyl)-3,6-diethyl-N-[Cis-5-methyl-4,5,6,7-tetrahydro-1-benzothien-4-yl]pyrazin-2-amine). Reaction SMILES: [Cl:1][C:2]1[CH:7]=[C:6]([Cl:8])[CH:5]=[CH:4][C:3]=1[C:9]1[N:10]=[C:11]([CH2:28][CH3:29])[C:12]([NH:17][C@@H:18]2[C:26]3[C:21](=[CH:22][CH:23]=[CH:24][CH:25]=3)[CH2:20][C@@H:19]2O)=[N:13][C:14]=1[CH2:15][CH3:16].BrC1N=C(CC)C(NC2C3C=C[S:48]C=3CCC2C)=NC=1CC>[Pd].C1(P(C2C=CC=CC=2)C2C=CC=CC=2)C=CC=CC=1.C1(P(C2C=CC=CC=2)C2C=CC=CC=2)C=CC=CC=1.C1(P(C2C=CC=CC=2)C2C=CC=CC=2)C=CC=CC=1.C1(P(C2C=CC=CC=2)C2C=CC=CC=2)C=CC=CC=1.COCCOC>[Cl:1][C:2]1[CH:7]=[C:6]([Cl:8])[CH:5]=[CH:4][C:3]=1[C:9]1[N:10]=[C:11]([CH2:28][CH3:29])[C:12]([NH:17][C@@H:18]2[C:26]3[CH:21]=[CH:22][S:48][C:25]=3[CH2:24][CH2:23][C@@H:19]2[CH3:20])=[N:13][C:14]=1[CH2:15][CH3:16] |f:2.3.4.5.6|. Reported procedure: Following the procedure for the preparation of (1R,2S)-1-{[5-(2,4-dichlorophenyl)-3,6-diethylpyrazin-2-yl]amino}-2,3-dihydro-1H-inden-2-ol but substituting 5-bromo-3,6-diethyl-N-(5-methyl-4,5,6,7-tetrahydro-1-benzothien-4-yl)pyrazin-2-amine, ethylene glycol dimethyl ether and tetrakis(triphenylphosphine) palladium and making non-critical variations provided the title compound as a oil: 1H NMR (400 MHz, CDCl3) δ) 7.51, 7.33, 7.11; 6.96, 5.66, 4.52, 2.95-2.62, 2.55, 2.38, 2.05, 1.97, 1.79, 1.26, 1... Starting materials: C(C)(C)(C)C=1N=C(C=2C(N1)=NN(N2)CC)N2CC(CC2)(F)F (5-tert-Butyl-7-(3,3-difluoro-pyrrolidin-1-yl)-2-ethyl-2H-[1,2,3]triazolo[4,5-d]pyrimidine), C(C)(C)(C)C=1N=C(C2=C(N1)NN=N2)N2CC(CC2)(F)F (5-tert-butyl-7-(3,3-difluoropyrrolidin-1-yl)-3H-[1,2,3]triazolo[4,5-d]pyrimidine), BrCCO (2-bromoethanol). Yields the product C(C)(C)(C)C=1N=C(C=2C(N1)=NN(N2)CCO)N2CC(CC2)(F)F (2-[5-tert-Butyl-7-(3,3-difluoro-pyrrolidin-1-yl)-[1,2,3]triazolo[4,5-d]pyrimidin-2-yl]-ethanol), solid. Isolated yield 14.0%. As a reaction SMILES: [C:1]([C:5]1[N:6]=[C:7]([N:16]2[CH2:20][CH2:19][C:18]([F:22])([F:21])[CH2:17]2)[C:8]2[C:9](=[N:11][N:12]([CH2:14][CH3:15])[N:13]=2)[N:10]=1)([CH3:4])([CH3:3])[CH3:2].C(C1N=C(N2CCC(F)(F)C2)C2N=NNC=2N=1)(C)(C)C.BrCC[OH:46]>>[C:1]([C:5]1[N:6]=[C:7]([N:16]2[CH2:20][CH2:19][C:18]([F:21])([F:22])[CH2:17]2)[C:8]2[C:9](=[N:11][N:12]([CH2:14][CH2:15][OH:46])[N:13]=2)[N:10]=1)([CH3:2])([CH3:3])[CH3:4]. Reported procedure: In analogy to the procedure described for the synthesis of 5-tert-butyl-7-(3,3-difluoro-pyrrolidin-1-yl)-2-ethyl-2H-[1,2,3]triazolo[4,5-d]pyrimidine (example 3, step b), the title compound was prepared from 5-tert-butyl-7-(3,3-difluoropyrrolidin-1-yl)-3H-[1,2,3]triazolo[4,5-d]pyrimidine and 2-bromoethanol and isolated as white solid (1.9 mg, 14%). MS (m/e): 327.3 (MH+). Starting materials: [OH-].[Na+] (sodium hydroxide), NC1=C(C=CC(=C1)C(=O)N)C(F)(F)F (2-amino-α,α,α-trifluoro-p-toluamide), Cl (hydrochloric acid). The solvent is O (water). The product is NC1=C(C=CC(=C1)C(=O)O)C(F)(F)F (2-amino-α,α,α-trifluoro-p-toluic acid). Reaction SMILES: [OH-:1].[Na+].[NH2:3][C:4]1[CH:9]=[C:8]([C:10](N)=[O:11])[CH:7]=[CH:6][C:5]=1[C:13]([F:16])([F:15])[F:14].Cl>O>[NH2:3][C:4]1[CH:9]=[C:8]([C:10]([OH:1])=[O:11])[CH:7]=[CH:6][C:5]=1[C:13]([F:16])([F:15])[F:14] |f:0.1|. Procedure details: Into 160 ml. of water containing 9.6 g. of sodium hydroxide is suspended 16 g. of 2-amino-α,α,α-trifluoro-p-toluamide. The solution is refluxed 5 hours, then cooled, poured onto ice and acidified to a pH of 6 with concentrated hydrochloric acid. The resultant precipitate is filtered, washed with water and dried in vacuo to yield 2-amino-α,α,α-trifluoro-p-toluic acid (4-trifluoromethylanthranilic acid), m.p. 175°-177° C.